This data is from the Open Reaction Database (ORD), a public repository of structured organic reaction records. The task is: describe an organic reaction: reactants, conditions, products, and yield The reactants are FC1=CC=CC(=N1)C(=O)NN (6-fluoro-2-pyridinecarbohydrazide), N1=C(N=CC=C1)C(=O)O (pyrimidine-2-carboxylic acid), FC1=CC=CC(=N1)C(=O)O (6-fluoro-2-pyridinecarboxylic acid). Yields the product N1=C(N=CC=C1)C(=O)NN (2-Pyrimidinecarbohydrazide). As a reaction SMILES: F[C:2]1[N:7]=[C:6]([C:8]([NH:10][NH2:11])=[O:9])C=[CH:4][CH:3]=1.[N:12]1C=CC=NC=1C(O)=O.FC1N=C(C(O)=O)C=CC=1>>[N:7]1[CH:2]=[CH:3][CH:4]=[N:12][C:6]=1[C:8]([NH:10][NH2:11])=[O:9]. Reported procedure: 2-Pyrimidinecarbohydrazide was prepared in a manner analogous to that described above for 6-fluoro-2-pyridinecarbohydrazide (I23) but using pyrimidine-2-carboxylic acid (CAS [562101-38-6], commercially available e.g. from TimTec or Manchester Organics) in the place of 6-fluoro-2-pyridinecarboxylic acid. The reactants are C(C)(=O)OC1=CC(=CC=C1)OCC=C (3-(allyloxy)phenyl acetate), [OH-].[Na+] (NaOH), CO (MeOH). Run in C1CCOC1 (THF). Reaction conditions: time 1 hour. The product is C(C=C)OC=1C=C(C=CC1)O (3-(allyloxy)phenol). RXN SMILES: C([O:4][C:5]1[CH:10]=[CH:9][CH:8]=[C:7]([O:11][CH2:12][CH:13]=[CH2:14])[CH:6]=1)(=O)C.[OH-].[Na+].CO>C1COCC1>[CH2:12]([O:11][C:7]1[CH:6]=[C:5]([OH:4])[CH:10]=[CH:9][CH:8]=1)[CH:13]=[CH2:14] |f:1.2|. Reported procedure: The product from Example 61A (7.19 g, 37.4 mmoles) in THF (30 mL) was treated with 4N NaOH (19 mL, 75 mmoles) and MeOH (5 mL). After one hour, the reaction mixture was concentrated under reduced pressure. The residue was dissolved in ethyl acetate, washed with aqueous NH4Cl, brine, dried (Na2SO4), filtered, and the filtrate concentrated under reduced pressure to provide the title compound without further purification. Starting materials: ClC=1C=CC=2N(N1)C=C(N2)NC(C)=O (N-(6-chloroimidazo[1,2-b]pyridazin-2-yl)acetamide), COC=1C=C(C=CC1OC)B(O)O (3,4-dimethoxyphenylboronic acid), ClCCl (dichloromethane), C([O-])([O-])=O.[K+].[K+] (potassium carbonate). The reagents and catalysts are Cl[Pd]Cl.C1(=CC=CC=C1)P([C-]1C=CC=C1)C1=CC=CC=C1.[C-]1(C=CC=C1)P(C1=CC=CC=C1)C1=CC=CC=C1.[Fe+2] ([1,1′-bis(diphenylphosphino)ferrocene]-dichloropalladium). Solvent: O (water), COCCOC (DME). Run at temperature 100 celsius, time 1 hour. Product: COC=1C=C(C=CC1OC)C=1C=CC=2N(N1)C=C(N2)NC(C)=O (N-(6-(3,4-Dimethoxyphenyl)imidazo[1,2-b]pyridazin-2-yl)acetamide). RXN SMILES: Cl[C:2]1[CH:3]=[CH:4][C:5]2[N:6]([CH:8]=[C:9]([NH:11][C:12](=[O:14])[CH3:13])[N:10]=2)[N:7]=1.[CH3:15][O:16][C:17]1[CH:18]=[C:19](B(O)O)[CH:20]=[CH:21][C:22]=1[O:23][CH3:24].ClCCl.C(=O)([O-])[O-].[K+].[K+]>Cl[Pd]Cl.C1(P(C2C=CC=CC=2)[C-]2C=CC=C2)C=CC=CC=1.[C-]1(P(C2C=CC=CC=2)C2C=CC=CC=2)C=CC=C1.[Fe+2].O.COCCOC>[CH3:15][O:16][C:17]1[CH:18]=[C:19]([C:2]2[CH:3]=[CH:4][C:5]3[N:6]([CH:8]=[C:9]([NH:11][C:12](=[O:14])[CH3:13])[N:10]=3)[N:7]=2)[CH:20]=[CH:21][C:22]=1[O:23][CH3:24] |f:3.4.5,6.7.8.9|. Procedure: To a 10-mL, reaction vial was added N-(6-chloroimidazo[1,2-b]pyridazin-2-yl)acetamide (0.108 g, 0.51 mmol), 3,4-dimethoxyphenylboronic acid (0.112 g, 0.61 mmol, Alfa Aesar, Ward Hill, Mass.), [1,1′-bis(diphenylphosphino)ferrocene]-dichloropalladium, complex with dichloromethane (31 mg, 0.038 mmol), potassium carbonate (0.213 g, 1.54 mmol), DME (3 mL), and water (1 mL). The vial was sealed and purged with nitrogen for several minutes. The mixture was stirred at 100° C. for 1 h and then allowed to... Reactants: OC=1C(C2=CC3=CC(=CC=C3C2=CC1)O)=O (2,7-dihydroxyfluorenone), C(C(C)(C)C)(=O)Cl (pivaloyl chloride). Run in N1=CC=CC=C1 (pyridine). Conditions: time 2 hour. Product: C(C(C)(C)C)(=O)OC=1C(C2=CC3=CC(=CC=C3C2=CC1)OC(C(C)(C)C)=O)=O (2,7-dipivaloyloxyfluorenone). As a reaction SMILES: [OH:1][C:2]1[C:3](=[O:16])[C:4]2[C:12](=[CH:13][CH:14]=1)[C:11]1[C:6](=[CH:7][C:8]([OH:15])=[CH:9][CH:10]=1)[CH:5]=2.[C:17](Cl)(=[O:22])[C:18]([CH3:21])([CH3:20])[CH3:19]>N1C=CC=CC=1>[C:17]([O:1][C:2]1[C:3](=[O:16])[C:4]2[C:12](=[CH:13][CH:14]=1)[C:11]1[C:6](=[CH:7][C:8]([O:15][C:17](=[O:22])[C:18]([CH3:21])([CH3:20])[CH3:19])=[CH:9][CH:10]=1)[CH:5]=2)(=[O:22])[C:18]([CH3:21])([CH3:20])[CH3:19]. Procedure: 2.1 g (0.01 mole) of 2,7-dihydroxyfluorenone and 2.5 g (0.025 mole) of pivaloyl chloride were warmed to 50° C. in 6 mls of pyridine in a drying tube attached for 2 hrs. The solvent was removed via rotary evaporator and H2O was added. The crystals were filtered and air dried. Recrystallized from ethanol; 3 g (79%); M.P.~174°-175° C. The yield is 21.9%. Starting materials: ClC1=CC=C(C=C1)N1N=CC(=C1C)C(=O)O (1-(4-chlorophenyl)-5-methylpyrazole-4-carboxylic acid), NC=1C=CC(=C(C(=O)N)C1)N1CCC(CC1)N1CCOCC1 (5-amino-2-(4-morpholinopiperidin-1-yl)benzamide). Procedure details: By the reaction and treatment in the same manner as in Example 64 using 1-(4-chlorophenyl)-5-methylpyrazole-4-carboxylic acid (2.0 g) and 5-amino-2-(4-morpholinopiperidin-1-yl)benzamide (2.5 g), the title compound (0.94 g) was obtained, melting point: 270° C. Yields the product C(N)(=O)C=1C=C(C=CC1N1CCC(CC1)N1CCOCC1)NC(=O)C=1C=NN(C1C)C1=CC=C(C=C1)Cl (N-[3-Carbamoyl-4-(4-morpholinopiperidin-1-yl)phenyl]-1-(4-chlorophenyl)-5-methylpyrazole-4-carboxamide). As a reaction SMILES: [Cl:1][C:2]1[CH:7]=[CH:6][C:5]([N:8]2[C:12]([CH3:13])=[C:11]([C:14]([OH:16])=O)[CH:10]=[N:9]2)=[CH:4][CH:3]=1.[NH2:17][C:18]1[CH:19]=[CH:20][C:21]([N:27]2[CH2:32][CH2:31][CH:30]([N:33]3[CH2:38][CH2:37][O:36][CH2:35][CH2:34]3)[CH2:29][CH2:28]2)=[C:22]([CH:26]=1)[C:23]([NH2:25])=[O:24]>>[C:23]([C:22]1[CH:26]=[C:18]([NH:17][C:14]([C:11]2[CH:10]=[N:9][N:8]([C:5]3[CH:4]=[CH:3][C:2]([Cl:1])=[CH:7][CH:6]=3)[C:12]=2[CH3:13])=[O:16])[CH:19]=[CH:20][C:21]=1[N:27]1[CH2:28][CH2:29][CH:30]([N:33]2[CH2:38][CH2:37][O:36][CH2:35][CH2:34]2)[CH2:31][CH2:32]1)(=[O:24])[NH2:25]. The reactants are FC=1C=C(C=O)C=CC1OC (3-fluoro-4-methoxy-benzaldehyde), C(CO)O (ethylene glycol), O (water). Solvent: C1(=CC=CC=C1)C (toluene). Product: FC=1C=C(C=CC1OC)C1OCCO1 (2-(3-Fluoro-4-methoxy-phenyl)-[1,3]-dioxolane). Yield: 92.5%. As a reaction SMILES: [F:1][C:2]1[CH:3]=[C:4]([CH:7]=[CH:8][C:9]=1[O:10][CH3:11])[CH:5]=[O:6].[CH2:12](O)[CH2:13][OH:14].O>C1(C)C=CC=CC=1>[F:1][C:2]1[CH:3]=[C:4]([CH:5]2[O:14][CH2:13][CH2:12][O:6]2)[CH:7]=[CH:8][C:9]=1[O:10][CH3:11]. Procedure details: A solution of 3-fluoro-4-methoxy-benzaldehyde (463 mg, 3 mmol), ethylene glycol (0.86 mL, 15 mmol) and PPTs (75 mg, 0.3 mmol) in toluene (15 mL) was heated at reflux with aceotropic removal of water for 6 hours. The solvent was evaporated and the residue was diluted with methylene chloride (20 mL), washed with water (2×10 mL) and dried (MgSO4). Concentration produced 2-(3-Fluoro-4-methoxy-phenyl)-[1,3]-dioxolane as a colorless oil (550 mg, 92%). 1H-NMR (CDCl3, 200.15 MHz): δ 7.24–7.15 (m, 2H), 6...